This data is from the Open Reaction Database (ORD), a public repository of structured organic reaction records. The task is: describe an organic reaction: reactants, conditions, products, and yield Starting materials: FC=1C=C(C=O)C=CC1C=1SC2=NC(=CC=C2N1)C1(CC1)C1=CC=CC=C1 (3-fluoro-4-(5-(1-phenylcyclopropyl)thiazolo[5,4-b]pyridine-2-yl)benzaldehyde), [BH4-].[Na+] (sodium borohydride). Run in C1CCOC1 (THF), CO (MeOH). Conditions: time 1 hour. Yields the product FC=1C=C(C=CC1C=1SC2=NC(=CC=C2N1)C1(CC1)C1=CC=CC=C1)CO ((3-fluoro-4-(5-(1-phenylcyclopropyl)thiazolo[5,4-b]pyridine-2-yl)phenyl)methanol). As a reaction SMILES: [F:1][C:2]1[CH:3]=[C:4]([CH:7]=[CH:8][C:9]=1[C:10]1[S:11][C:12]2[C:17]([N:18]=1)=[CH:16][CH:15]=[C:14]([C:19]1([C:22]3[CH:27]=[CH:26][CH:25]=[CH:24][CH:23]=3)[CH2:21][CH2:20]1)[N:13]=2)[CH:5]=[O:6].[BH4-].[Na+]>C1COCC1.CO>[F:1][C:2]1[CH:3]=[C:4]([CH2:5][OH:6])[CH:7]=[CH:8][C:9]=1[C:10]1[S:11][C:12]2[C:17]([N:18]=1)=[CH:16][CH:15]=[C:14]([C:19]1([C:22]3[CH:23]=[CH:24][CH:25]=[CH:26][CH:27]=3)[CH2:20][CH2:21]1)[N:13]=2 |f:1.2|. Procedure: To a solution at 0° C. of 3-fluoro-4-(5-(1-phenylcyclopropyl)thiazolo[5,4-b]pyridine-2-yl)benzaldehyde (2.00 g, 5.34 mmol) in THF (50 mL) and MeOH (25 mL) was added sodium borohydride (0.188 mL, 5.34 mmol). The reaction mixture was allowed to warm up to ambient temperature. The crude reaction mixture, after 1 h, was concentrated in vacuo and purified by silica gel chromatography to afford (3-fluoro-4-(5-(1-phenylcyclopropyl)thiazolo[5,4-b]pyridine-2-yl)phenyl)methanol. MS (ESI) m/z: calculated: ... Starting materials: BrC1=CC=C(C=C1)C1CC(=NN1C1=C(C=CC=C1)Cl)C(O)(C(F)(F)F)C(F)(F)F (5-(4-Bromo-phenyl)-1-(2-chloro-phenyl)-3-[di-(trifluoromethyl)-hydroxy-methyl]-4,5-dihydro-1H-pyrazole), C(=O)(OC(C)(C)C)N1CCNCC1 (1-BOC-piperazine), C=1C=CC(=CC1)P(C=2C=CC=CC2)C3=CC=C4C=CC=CC4=C3C5=C6C=CC=CC6=CC=C5P(C=7C=CC=CC7)C=8C=CC=CC8 (BINAP), CC(C)([O-])C.[Na+] (sodium t-butoxide). Reagents/catalysts: C=1C=CC(=CC1)/C=C/C(=O)/C=C/C2=CC=CC=C2.C=1C=CC(=CC1)/C=C/C(=O)/C=C/C2=CC=CC=C2.C=1C=CC(=CC1)/C=C/C(=O)/C=C/C2=CC=CC=C2.[Pd].[Pd] (Pd2(dba)3). Solvent: C1(=CC=CC=C1)C (toluene). Conditions: temperature 100 celsius, time 12 hour. The product is ClC1=C(C=CC=C1)N1N=C(CC1C1=CC=C(C=C1)N1CCN(CC1)C(=O)OC(C)(C)C)C(O)(C(F)(F)F)C(F)(F)F (1-(2-chloro-phenyl)-5-[4-(4-BOC-piperazin-1-yl)-phenyl]-3-[di-(trifluoromethyl)-hydroxy-methyl]-4,5-dihydro-1H-pyrazole). Yield: 39.7%. RXN SMILES: Br[C:2]1[CH:7]=[CH:6][C:5]([CH:8]2[N:12]([C:13]3[CH:18]=[CH:17][CH:16]=[CH:15][C:14]=3[Cl:19])[N:11]=[C:10]([C:20]([C:26]([F:29])([F:28])[F:27])([C:22]([F:25])([F:24])[F:23])[OH:21])[CH2:9]2)=[CH:4][CH:3]=1.[C:30]([N:37]1[CH2:42][CH2:41][NH:40][CH2:39][CH2:38]1)([O:32][C:33]([CH3:36])([CH3:35])[CH3:34])=[O:31].C1C=CC(P(C2C(C3C(P(C4C=CC=CC=4)C4C=CC=CC=4)=CC=C4C=3C=CC=C4)=C3C(C=CC=C3)=CC=2)C2C=CC=CC=2)=CC=1.CC(C)([O-])C.[Na+]>C1C=CC(/C=C/C(/C=C/C2C=CC=CC=2)=O)=CC=1.C1C=CC(/C=C/C(/C=C/C2C=CC=CC=2)=O)=CC=1.C1C=CC(/C=C/C(/C=C/C2C=CC=CC=2)=O)=CC=1.[Pd].[Pd].C1(C)C=CC=CC=1>[Cl:19][C:14]1[CH:15]=[CH:16][CH:17]=[CH:18][C:13]=1[N:12]1[CH:8]([C:5]2[CH:4]=[CH:3][C:2]([N:40]3[CH2:39][CH2:38][N:37]([C:30]([O:32][C:33]([CH3:36])([CH3:35])[CH3:34])=[O:31])[CH2:42][CH2:41]3)=[CH:7][CH:6]=2)[CH2:9][C:10]([C:20]([C:26]([F:27])([F:29])[F:28])([C:22]([F:25])([F:24])[F:23])[OH:21])=[N:11]1 |f:3.4,5.6.7.8.9|. Procedure details: 5-(4-Bromo-phenyl)-1-(2-chloro-phenyl)-3-[di-(trifluoromethyl)-hydroxy-methyl]-4,5-dihydro-1H-pyrazole (1.0 g, 1.99 mmol) prepared in Step 4 of Preparation 17, 1-BOC-piperazine (557.0 mg, 2.99 mmol), Pd2(dba)3 (91.0 mg, cat.), BINAP (124.0 mg, cat.) and sodium t-butoxide (287.0 mg, 2.99 mmol) were added to toluene (20.0 mL). The reaction mixture was stirred at 100° C. for 12 hours and then filtered through celite pad. A saturated solution of ammonium chloride was added to the filtrate, which was... Reactants: C(CCC)[Li] (butyllithium), BrC1=C(C(=CC=C1)F)NC(C(C)(C)C)=O (N-(2-Bromo-6-fluorophenyl)pivalamide), CN(C=O)C (N,N-dimethylformamide). Run in O1CCCC1 (tetrahydrofuran), O1CCCC1 (tetrahydrofuran). Conditions: temperature -78 celsius, time 30 minute. The product is FC1=C(C(=CC=C1)C=O)NC(C(C)(C)C)=O (N-(2-Fluoro-6-formylphenyl)pivalamide). Yield: 80.0%. Reaction SMILES: Br[C:2]1[CH:7]=[CH:6][CH:5]=[C:4]([F:8])[C:3]=1[NH:9][C:10](=[O:15])[C:11]([CH3:14])([CH3:13])[CH3:12].C([Li])CCC.CN(C)[CH:23]=[O:24]>O1CCCC1>[F:8][C:4]1[CH:5]=[CH:6][CH:7]=[C:2]([CH:23]=[O:24])[C:3]=1[NH:9][C:10](=[O:15])[C:11]([CH3:14])([CH3:13])[CH3:12]. Procedure details: N-(2-Bromo-6-fluorophenyl)pivalamide (7.0 g, 25.5 mmol) was dissolved in tetrahydrofuran (200 mL). The mixture was cooled to −78° C., and treated with butyllithium (2 M in cyclohexane, 31.0 mL, 62.0 mmol) dropwise. The reaction mixture was held at −78° C. for 30 minutes. A solution of N,N-dimethylformamide (10.0 mL, 129 mmol) in tetrahydrofuran (30 mL) was added to the reaction mixture dropwise. The reaction was held at −78° C. for 30 minutes and quenched by the addition of aqueous ammonium chlo... The reactants are C(=O)(C(=O)OCC)NC1=C(C=C(C=C1[N+](=O)[O-])Cl)C(F)(F)F (N-ethoxalyl-4-chloro-6-nitro-2-trifluoromethylaniline), CI (methyl iodide), [H-].[Na+] (sodium hydride). Run in CN(C=O)C (dimethylformamide). Run at time 3 hour. Product: C(=O)(C(=O)OCC)N(C1=C(C=C(C=C1[N+](=O)[O-])Cl)C(F)(F)F)C (N-ethoxalyl-N-methyl-4-chloro-6-nitro-2-trifluoromethylaniline). RXN SMILES: [C:1]([NH:8][C:9]1[C:14]([N+:15]([O-:17])=[O:16])=[CH:13][C:12]([Cl:18])=[CH:11][C:10]=1[C:19]([F:22])([F:21])[F:20])([C:3]([O:5][CH2:6][CH3:7])=[O:4])=[O:2].[CH3:23]I.[H-].[Na+]>CN(C)C=O>[C:1]([N:8]([CH3:23])[C:9]1[C:14]([N+:15]([O-:17])=[O:16])=[CH:13][C:12]([Cl:18])=[CH:11][C:10]=1[C:19]([F:20])([F:21])[F:22])([C:3]([O:5][CH2:6][CH3:7])=[O:4])=[O:2] |f:2.3|. Procedure: To a stirred solution of N-ethoxalyl-4-chloro-6-nitro-2-trifluoromethylaniline (11 g. 32.3 mmol) and methyl iodide (3.0 ml, 48 mmol) in dry dimethylformamide (DMF, 50 ml) was added in portions sodium hydride (total 1.7 g, 39 mmol). External cooling was used to keep the reaction temperature below 25° C. Stirring was continued at room temperature for 3 h, whereafter the solvent was removed by evaporation in vacuo. The residue was then partitioned between ether and water. The organic phase was wash... The reactants are C1CCOC1, [Li]CCCC, Cn1cnc(-c2ccccc2)n1, CN(C)C=O, O. The product is Cn1nc(-c2ccccc2)nc1C=O. As a reaction SMILES: [CH2:24]1[O:25][CH2:26][CH2:27][CH2:28]1.[CH3:1][CH2:2][CH2:3][CH2:4][Li:5].[CH3:6][n:7]1[n:8][c:9](-[c:12]2[cH:13][cH:14][cH:15][cH:16][cH:17]2)[n:10][cH:11]1.[O:18]=[CH:19][N:20]([CH3:21])[CH3:22].[OH2:23]>>[CH3:6][n:7]1[n:8][c:9](-[c:12]2[cH:13][cH:14][cH:15][cH:16][cH:17]2)[n:10][c:11]1[CH:19]=[O:18]. The reactants are C([O-])([O-])=O.[K+].[K+] (potassium carbonate), COS(=O)(=O)OC (Dimethylsulfate), CS(=O)C1=NNC2=CC=CC=C2C1=O (3-(methylsulfinyl)-4(1H)-cinnolinone), S(=O)(=O)(OC)OC (dimethyl sulfate). Run in [OH-].[Na+] (sodium hydroxide). Run at time 15 minute. The product is CN1N=C(C(C2=CC=CC=C12)=O)S(=O)C (1-Methyl-3-(methylsulfinyl)-4(1H)-cinnolinone). Reaction SMILES: [CH3:1]OS(OC)(=O)=O.[CH3:8][S:9]([C:11]1[C:20](=[O:21])[C:19]2[C:14](=[CH:15][CH:16]=[CH:17][CH:18]=2)[NH:13][N:12]=1)=[O:10].C(=O)([O-])[O-].[K+].[K+]>[OH-].[Na+]>[CH3:1][N:13]1[C:14]2[C:19](=[CH:18][CH:17]=[CH:16][CH:15]=2)[C:20](=[O:21])[C:11]([S:9]([CH3:8])=[O:10])=[N:12]1 |f:2.3.4,5.6|. Procedure details: Dimethylsulfate [12.5 g (0.1 mole)] was added gradually to a vigorously stirred solution of 6.5 g (0.0298 mole) of 3-(methylsulfinyl)-4(1H)-cinnolinone in 120 ml of 1N sodium hydroxide solution at 30°C. The temperature rose to 40° as the suspended dimethyl sulfate gradually went into solution over a period of 15 minutes. After an additional one-half hour of stirring, potassium carbonate excess was added to salt-out an oil. The product was extracted into 800 ml of methylene chloride, the solution... Reactants: Cl.Cl.C(C1=CC=CC=C1)N1CCNCC1 (N-benzylpiperazine dihydrochloride), BrCC(=O)C1=CC=CC2=C(C(=CC=C12)OC)Cl (2-bromo-1-(5-chloro-6-methoxynaphthalen-1-yl) ethanone), C(=O)([O-])[O-].[K+].[K+] (K2CO3), CC(=O)C (acetone). Yields the product Cl.Cl.C(C1=CC=CC=C1)N1CCN(CC1)CC(=O)C1=CC2=CC=C(C(=C2C=C1)Cl)OC (N1-benzyl-N4-(5-chloro-6-methoxy-2-naphthoylmethyl) piperazine dihydro-chloride). Reaction SMILES: [ClH:1].Cl.[CH2:3]([N:10]1[CH2:15][CH2:14][NH:13][CH2:12][CH2:11]1)[C:4]1[CH:9]=[CH:8][CH:7]=[CH:6][CH:5]=1.BrCC([C:20]1[C:29]2[C:24](=[C:25]([Cl:32])[C:26]([O:30][CH3:31])=[CH:27][CH:28]=2)[CH:23]=[CH:22][CH:21]=1)=O.C([O-])([O-])=O.[K+].[K+].[CH3:39][C:40](C)=[O:41]>>[ClH:32].[ClH:1].[CH2:3]([N:10]1[CH2:15][CH2:14][N:13]([CH2:39][C:40]([C:21]2[CH:22]=[CH:23][C:24]3[C:29](=[CH:28][CH:27]=[C:26]([O:30][CH3:31])[C:25]=3[Cl:32])[CH:20]=2)=[O:41])[CH2:12][CH2:11]1)[C:4]1[CH:5]=[CH:6][CH:7]=[CH:8][CH:9]=1 |f:0.1.2,4.5.6,8.9.10|. Procedure: A mixture of N-benzylpiperazine dihydrochloride (2 g, 9.4 mmol), 2-bromo-1-(5-chloro-6-methoxynaphthalen-1-yl) ethanone (3.54 g, 11.3 mmol) and K2CO3 (4.55 g, 33 mmol) in acetone (120 ml) was treated according to the general preparation 2 to obtain N1-benzyl-N4-(5-chloro-6-methoxy-2-naphthoylmethyl) piperazine dihydro-chloride (2.85 g). The above product (2.6 g, 30 mmol) was reduced with NaBH4 (2.22 g, 60 mmol) in methanol (150 ml) according to the general preparation 3 to obtain 10.2 g of the t... The reactants are Cl.CC1(OB(OC1(C)C)C=1CCNCC1)C (4-(4,4,5,5-tetramethyl-1,3,2-dioxaborolan-2-yl)-1,2,3,6-tetrahydropyridine hydrochloride), C(C=C)(=O)OC(C)(C)C (tert-butyl acrylate), C([O-])([O-])=O.[K+].[K+] (potassium carbonate), C(C)#N (acetonitrile), Cl.CC1(OB(OC1(C)C)C=1CCNCC1)C (4-(4,4,5,5-tetramethyl-1,3,2-dioxaborolan-2-yl)-1,2,3,6-tetrahydropyridine hydrochloride), C(C=C)(=O)OC(C)(C)C (tert-butyl acrylate), C([O-])([O-])=O.[K+].[K+] (potassium carbonate), C(C)#N (acetonitrile). Run in O (water). Run at time 8 hour. Yields the product CC1(OB(OC1(C)C)C=1CCN(CC1)CCC(=O)OC(C)(C)C)C (tert-Butyl 3-(4-(4,4,5,5-tetramethyl-1,3,2-dioxaborolan-2-yl)-3,6-dihydropyridin-1(2H)-yl)propanoate). RXN SMILES: Cl.[CH3:2][C:3]1([CH3:16])[C:7]([CH3:9])([CH3:8])[O:6][B:5]([C:10]2[CH2:11][CH2:12][NH:13][CH2:14][CH:15]=2)[O:4]1.[C:17]([O:21][C:22]([CH3:25])([CH3:24])[CH3:23])(=[O:20])[CH:18]=[CH2:19].C(=O)([O-])[O-].[K+].[K+].C(#N)C>O>[CH3:9][C:7]1([CH3:8])[C:3]([CH3:16])([CH3:2])[O:4][B:5]([C:10]2[CH2:11][CH2:12][N:13]([CH2:19][CH2:18][C:17]([O:21][C:22]([CH3:25])([CH3:24])[CH3:23])=[O:20])[CH2:14][CH:15]=2)[O:6]1 |f:0.1,3.4.5|. Procedure: A mixture of 4-(4,4,5,5-tetramethyl-1,3,2-dioxaborolan-2-yl)-1,2,3,6-tetrahydropyridine hydrochloride (100 mg), tert-butyl acrylate (0.089 mL), potassium carbonate (169 mg), and acetonitrile (2 mL) was stirred overnight at 70 C. In another reaction vessel, a mixture of 4-(4,4,5,5-tetramethyl-1,3,2-dioxaborolan-2-yl)-1,2,3,6-tetrahydropyridine hydrochloride (1.00 g), tert-butyl acrylate (0.895 mL), potassium carbonate (1.688 g), and acetonitrile (10 mL) was stirred overnight at 70 C. These two re... Reactants: C(#N)C=1C=CC(=NC1)C(=O)NC=1C=CC(=C(C1)[C@@]12N=C(SC[C@@H]1CCO2)NC(OC(C)(C)C)=O)F (tert-butyl ((4aR,7aR)-7a-(5-(5-cyanopicolinamido)-2-fluorophenyl)-4a,5,6,7a-tetrahydro-4H-furo[2,3-d][1,3]thiazin-2-yl)carbamate), C(=O)(C(F)(F)F)O (TFA). Run in C(Cl)Cl (DCM). The product is NC=1SC[C@H]2[C@@](N1)(OCC2)C=2C=C(C=CC2F)NC(C2=NC=C(C=C2)C#N)=O (N-(3-((4aR,7aR)-2-amino-4a,5,6,7a-tetrahydro-4H-furo[2,3-d][1,3]thiazin-7a-yl)-4-fluorophenyl)-5-cyanopicolinamide). Isolated yield 146.8%. Reaction SMILES: [C:1]([C:3]1[CH:4]=[CH:5][C:6]([C:9]([NH:11][C:12]2[CH:13]=[CH:14][C:15]([F:35])=[C:16]([C@:18]34[O:26][CH2:25][CH2:24][C@H:23]3[CH2:22][S:21][C:20]([NH:27]C(=O)OC(C)(C)C)=[N:19]4)[CH:17]=2)=[O:10])=[N:7][CH:8]=1)#[N:2].C(O)(C(F)(F)F)=O>C(Cl)Cl>[NH2:27][C:20]1[S:21][CH2:22][C@@H:23]2[CH2:24][CH2:25][O:26][C@:18]2([C:16]2[CH:17]=[C:12]([NH:11][C:9](=[O:10])[C:6]3[CH:5]=[CH:4][C:3]([C:1]#[N:2])=[CH:8][N:7]=3)[CH:13]=[CH:14][C:15]=2[F:35])[N:19]=1. Reported procedure: A solution of tert-butyl ((4aR,7aR)-7a-(5-(5-cyanopicolinamido)-2-fluorophenyl)-4a,5,6,7a-tetrahydro-4H-furo[2,3-d][1,3]thiazin-2-yl)carbamate (6 mg, 0.012 mmol) and TFA (18.58 μL, 0.241 mmol) in DCM (121 μL) was stirred at rt for 3 h. The solvents were removed to give N-(3-((4aR,7aR)-2-amino-4a,5,6,7a-tetrahydro-4H-furo[2,3-d][1,3]thiazin-7a-yl)-4-fluorophenyl)-5-cyanopicolinamide (7 mg) as its TFA salt as a colorless oil. 1H NMR (500 MHz, CD3OD) δ 9.07 (1H, s), 8.46 (1H, dd, J=2.0, 8.0 Hz0, 8.... Reactants: NC=1C(=C(COC=2C=3N(C=CC2)C=C(N3)C)C(=CC1)Cl)Cl (8-[3-amino-2,6-dichlorobenzyloxy]-2-methylimidazo[1,2-a]pyridine), C(C(C)(C)C)(=O)Cl (Pivaloyl chloride), C(C)(=O)N(C)CC(=O)O (acetylsarcosine), CN1CCOCC1 (N-methylmorpholine). Solvent: CN1C(CCC1)=O (N-methylpyrrolidone). Conditions: time 10 minute. Product: C(C)(=O)N(C)CC(=O)NC=1C(=C(COC=2C=3N(C=CC2)C=C(N3)C)C(=CC1)Cl)Cl (8-[3-(acetylsarcosylamino)-2,6-dichlorobenzyloxy]-2-methylimidazo[1,2-a]pyridine). The yield is 38.5%. RXN SMILES: C(Cl)(=O)C(C)(C)C.[C:8]([N:11]([CH2:13][C:14]([OH:16])=O)[CH3:12])(=[O:10])[CH3:9].CN1CCOCC1.[NH2:24][C:25]1[C:26]([Cl:44])=[C:27]([C:40]([Cl:43])=[CH:41][CH:42]=1)[CH2:28][O:29][C:30]1[C:31]2[N:32]([CH:36]=[C:37]([CH3:39])[N:38]=2)[CH:33]=[CH:34][CH:35]=1>CN1CCCC1=O>[C:8]([N:11]([CH2:13][C:14]([NH:24][C:25]1[C:26]([Cl:44])=[C:27]([C:40]([Cl:43])=[CH:41][CH:42]=1)[CH2:28][O:29][C:30]1[C:31]2[N:32]([CH:36]=[C:37]([CH3:39])[N:38]=2)[CH:33]=[CH:34][CH:35]=1)=[O:16])[CH3:12])(=[O:10])[CH3:9]. Procedure details: Pivaloyl chloride (0.22 ml) was added dropwise to a mixture of acetylsarcosine (264 mg), N-methylmorpholine (0.22 ml) and N-methylpyrrolidone (30 ml) under a dry ice-tetrachloromethane bath cooling. This mixture was stirred for 10 minutes under ice-cooling, and 8-[3-amino-2,6-dichlorobenzyloxy]-2-methylimidazo[1,2-a]pyridine (500 mg) was added thereto under a dry ice-tetrachloromethane bath cooling. The mixture was stirred for 22 hours at ambient temperature. The mixture was partitioned between ...